Dataset: the Open Reaction Database (ORD), a public repository of structured organic reaction records. Task: describe an organic reaction: reactants, conditions, products, and yield The reactants are C(C)[NH+](CC)CC (triethylammonium), ClC1=CC(=C(C=C1)NC(S)=S)F (4-chloro-2-fluorophenyl dithiocarbamic acid), [OH-].[Na+] (sodium hydroxide), [N-]=[N+]=[N-].[Na+] (sodium azide), Cl (hydrochloric acid). Solvent: O (water). Product: ClC1=CC(=C(C=C1)N1N=NNC1=S)F (1-(4-chloro-2-fluorophenyl)-1,4-dihydro-5H-tetrazol-5-thione). Reaction SMILES: C([NH+](CC)CC)C.[Cl:8][C:9]1[CH:14]=[CH:13][C:12]([NH:15][C:16](=S)[SH:17])=[C:11]([F:19])[CH:10]=1.[OH-].[Na+].[N-:22]=[N+:23]=[N-:24].[Na+].Cl>O>[Cl:8][C:9]1[CH:14]=[CH:13][C:12]([N:15]2[C:16](=[S:17])[NH:24][N:23]=[N:22]2)=[C:11]([F:19])[CH:10]=1 |f:2.3,4.5|. Procedure details: A stirred mixture of 5.0 g (0.016 mole) of the triethylammonium salt of 4-chloro-2-fluorophenyl dithiocarbamic acid, 0.62 g (0.016 mole) of sodium hydroxide, and 4.0 g (0.062 mole) of sodium azide in 10 ml of water was heated at reflux for three hours. The mixture was cooled to room temperature and was acidified with concentrated hydrochloric acid. A precipitate formed and was collected by filtration. The filter cake was washed with water and was dried to yield 3.2 g of 1-(4-chloro-2-fluoropheny...